The task is: describe an organic reaction: reactants, conditions, products, and yield. This data is from the Open Reaction Database (ORD), a public repository of structured organic reaction records. The reactants are Brc1ccc(OCc2ccccc2)c2nccn12, CCCC[Sn](CCCC)(CCCC)c1nc(N2CCOCC2)c2sc(CN3CCC(N(C)C)CC3)cc2n1, [Cu]I, C1COCCO1, c1ccc(P(c2ccccc2)(c2ccccc2)[Pd](P(c2ccccc2)(c2ccccc2)c2ccccc2)(P(c2ccccc2)(c2ccccc2)c2ccccc2)P(c2ccccc2)(c2ccccc2)c2ccccc2)cc1. Yields the product CN(C)C1CCN(Cc2cc3nc(-c4ccc(OCc5ccccc5)c5nccn45)nc(N4CCOCC4)c3s2)CC1. Reaction SMILES: [CH2:39]([c:40]1[cH:41][cH:42][cH:43][cH:44][cH:45]1)[O:46][c:47]1[c:48]2[n:49]([c:50]([Br:53])[cH:51][cH:52]1)[cH:54][cH:55][n:56]2.[CH3:1][N:2]([CH:3]1[CH2:4][CH2:5][N:6]([CH2:9][c:10]2[cH:11][c:12]3[n:13][c:14]([Sn:25]([CH2:26][CH2:27][CH2:28][CH3:29])([CH2:30][CH2:31][CH2:32][CH3:33])[CH2:34][CH2:35][CH2:36][CH3:37])[n:15][c:16]([N:19]4[CH2:20][CH2:21][O:22][CH2:23][CH2:24]4)[c:17]3[s:18]2)[CH2:7][CH2:8]1)[CH3:38].[Cu:140][I:141].[O:57]1[CH2:58][CH2:59][O:60][CH2:61][CH2:62]1.[cH:63]1[cH:64][cH:65][c:66]([P:67]([Pd:68]([P:69]([c:70]2[cH:71][cH:72][cH:73][cH:74][cH:75]2)([c:76]2[cH:77][cH:78][cH:79][cH:80][cH:81]2)[c:82]2[cH:83][cH:84][cH:85][cH:86][cH:87]2)([P:88]([c:89]2[cH:90][cH:91][cH:92][cH:93][cH:94]2)([c:95]2[cH:96][cH:97][cH:98][cH:99][cH:100]2)[c:101]2[cH:102][cH:103][cH:104][cH:105][cH:106]2)[P:107]([c:108]2[cH:109][cH:110][cH:111][cH:112][cH:113]2)([c:114]2[cH:115][cH:116][cH:117][cH:118][cH:119]2)[c:120]2[cH:121][cH:122][cH:123][cH:124][cH:125]2)([c:126]2[cH:127][cH:128][cH:129][cH:130][cH:131]2)[c:132]2[cH:133][cH:134][cH:135][cH:136][cH:137]2)[cH:138][cH:139]1>>[CH3:1][N:2]([CH:3]1[CH2:4][CH2:5][N:6]([CH2:9][c:10]2[cH:11][c:12]3[n:13][c:14](-[c:50]4[n:49]5[c:48]([c:47]([O:46][CH2:39][c:40]6[cH:41][cH:42][cH:43][cH:44][cH:45]6)[cH:52][cH:51]4)[n:56][cH:55][cH:54]5)[n:15][c:16]([N:19]4[CH2:20][CH2:21][O:22][CH2:23][CH2:24]4)[c:17]3[s:18]2)[CH2:7][CH2:8]1)[CH3:38]. Starting materials: [Al+3], C=C(Cl)Cl, [Cl-], [Cl-], [Cl-], ClCCl, O=C(Cl)C(F)(F)F, O. Product: O=C(C=C(Cl)Cl)C(F)(F)F. Reaction SMILES: [Al+3:2].[C:12](=[CH2:13])([Cl:14])[Cl:15].[Cl-:1].[Cl-:3].[Cl-:4].[Cl:16][CH2:17][Cl:18].[F:5][C:6]([F:7])([F:8])[C:9]([Cl:10])=[O:11].[OH2:19]>>[F:5][C:6]([F:7])([F:8])[C:9](=[O:11])[CH:13]=[C:12]([Cl:14])[Cl:15]. The reactants are C1CCOC1, CCBr, Cc1cc(C)cc(CCl)c1, [Cl-], [Mg]. Yields the product [Cl-], Cc1cc(C)cc(C[Mg+])c1. RXN SMILES: [CH2:16]1[O:17][CH2:18][CH2:19][CH2:20]1.[CH2:2]([Br:3])[CH3:4].[CH3:5][c:6]1[cH:7][c:8]([CH2:9][Cl:10])[cH:11][c:12]([CH3:14])[cH:13]1.[Cl-:15].[Mg:1]>>[Cl-:10].[Mg+:1][CH2:9][c:8]1[cH:7][c:6]([CH3:5])[cH:13][c:12]([CH3:14])[cH:11]1. Reactants: CN(C)CCCl, CCO, Cl, Cl, [H-], [Na+], C1COCCO1, Oc1ccccc1-c1nc(-c2ccccc2)no1. Yields the product CN(C)CCOc1ccccc1-c1nc(-c2ccccc2)no1. RXN SMILES: [CH3:22][N:23]([CH3:24])[CH2:25][CH2:26][Cl:27].[CH3:35][CH2:36][OH:37].[ClH:21].[ClH:28].[H-:19].[Na+:20].[O:29]1[CH2:30][CH2:31][O:32][CH2:33][CH2:34]1.[OH:1][c:2]1[c:3](-[c:8]2[n:9][c:10](-[c:13]3[cH:14][cH:15][cH:16][cH:17][cH:18]3)[n:11][o:12]2)[cH:4][cH:5][cH:6][cH:7]1>>[O:1]([c:2]1[c:3](-[c:8]2[n:9][c:10](-[c:13]3[cH:14][cH:15][cH:16][cH:17][cH:18]3)[n:11][o:12]2)[cH:4][cH:5][cH:6][cH:7]1)[CH2:26][CH2:25][N:23]([CH3:22])[CH3:24]. Starting materials: Cc1cc(C)cc(C(C)(C)C)c1, Clc1ccccc1, [Hg], CC1(C)CC(=O)C(=[N+]=[N-])C(=O)C1, O=C(c1ccccc1)c1ccccc1. The product is Cc1cc(C(C)(C)C)cc(C)c1C1C(=O)CC(C)(C)CC1=O. RXN SMILES: [C:34]([CH3:35])([CH3:36])([CH3:37])[c:38]1[cH:39][c:40]([CH3:45])[cH:41][c:42]([CH3:44])[cH:43]1.[Cl:13][c:14]1[cH:15][cH:16][cH:17][cH:18][cH:19]1.[Hg:46].[N+:1](=[N-:2])=[C:3]1[C:4](=[O:12])[CH2:5][C:6]([CH3:10])([CH3:11])[CH2:7][C:8]1=[O:9].[O:20]=[C:21]([c:22]1[cH:23][cH:24][cH:25][cH:26][cH:27]1)[c:28]1[cH:29][cH:30][cH:31][cH:32][cH:33]1>>[CH:3]1([c:41]2[c:40]([CH3:45])[cH:39][c:38]([C:34]([CH3:35])([CH3:36])[CH3:37])[cH:43][c:42]2[CH3:44])[C:4](=[O:12])[CH2:5][C:6]([CH3:10])([CH3:11])[CH2:7][C:8]1=[O:9]. The reactants are CNC1CCCCC1, CCO, CCOC(=O)c1c(CCl)nc2cc(OC)c(OC)cc2c1-c1ccc(OC)c(OC)c1, O. Yields the product CCOC(=O)c1c(CN(C)C2CCCCC2)nc2cc(OC)c(OC)cc2c1-c1ccc(OC)c(OC)c1. Reaction SMILES: [CH3:32][NH:33][CH:34]1[CH2:35][CH2:36][CH2:37][CH2:38][CH2:39]1.[CH3:40][CH2:41][OH:42].[Cl:1][CH2:2][c:3]1[n:4][c:5]2[cH:6][c:7]([O:30][CH3:31])[c:8]([O:28][CH3:29])[cH:9][c:10]2[c:11](-[c:18]2[cH:19][c:20]([O:26][CH3:27])[c:21]([O:24][CH3:25])[cH:22][cH:23]2)[c:12]1[C:13](=[O:14])[O:15][CH2:16][CH3:17].[OH2:43]>>[CH2:2]([c:3]1[n:4][c:5]2[cH:6][c:7]([O:30][CH3:31])[c:8]([O:28][CH3:29])[cH:9][c:10]2[c:11](-[c:18]2[cH:19][c:20]([O:26][CH3:27])[c:21]([O:24][CH3:25])[cH:22][cH:23]2)[c:12]1[C:13](=[O:14])[O:15][CH2:16][CH3:17])[N:33]([CH3:32])[CH:34]1[CH2:35][CH2:36][CH2:37][CH2:38][CH2:39]1. Reactants: FC(F)Cl, [Na+], [Na+], [Na+], C1COCCO1, [OH-], O, O=S([O-])S(=O)[O-], Oc1ccccc1O. The product is Oc1ccccc1OC(F)F. Reaction SMILES: [Cl:1][CH:2]([F:3])[F:4].[Na+:14].[Na+:21].[Na+:22].[O:24]1[CH2:25][CH2:26][O:27][CH2:28][CH2:29]1.[OH-:13].[OH2:23].[S:15]([S:16]([O-:17])=[O:18])([O-:19])=[O:20].[c:5]1([OH:6])[c:7]([OH:8])[cH:9][cH:10][cH:11][cH:12]1>>[CH:2]([F:3])([F:4])[O:6][c:5]1[c:7]([OH:8])[cH:9][cH:10][cH:11][cH:12]1.